Dataset: the Open Reaction Database (ORD), a public repository of structured organic reaction records. Task: describe an organic reaction: reactants, conditions, products, and yield The reactants are [Br-], Brc1ccc2occc2c1, C1CCOC1, CCOC(C)=O, [Zn+]C1CCCCC1. Product: c1cc2cc(C3CCCCC3)ccc2o1. Reaction SMILES: [Br-:11].[Br:1][c:2]1[cH:3][cH:4][c:5]2[c:6]([cH:7][cH:8][o:9]2)[cH:10]1.[CH2:19]1[O:20][CH2:21][CH2:22][CH2:23]1.[CH3:24][CH2:25][O:26][C:27](=[O:28])[CH3:29].[CH:12]1([Zn+:18])[CH2:13][CH2:14][CH2:15][CH2:16][CH2:17]1>>[c:2]1([CH:12]2[CH2:13][CH2:14][CH2:15][CH2:16][CH2:17]2)[cH:3][cH:4][c:5]2[c:6]([cH:7][cH:8][o:9]2)[cH:10]1. The reactants are N#CCBr, O=C([O-])[O-], COc1ccc2c3c(O)cccc3n(Cc3ccccc3)c2c1, [K+], [K+], CN(C)C=O. Yields the product COc1ccc2c3c(OCC#N)cccc3n(Cc3ccccc3)c2c1. RXN SMILES: [Br:30][CH2:31][C:32]#[N:33].[C:24](=[O:25])([O-:26])[O-:27].[CH2:1]([c:2]1[cH:3][cH:4][cH:5][cH:6][cH:7]1)[n:8]1[c:9]2[cH:10][c:11]([O:22][CH3:23])[cH:12][cH:13][c:14]2[c:15]2[c:16]([OH:21])[cH:17][cH:18][cH:19][c:20]12.[K+:28].[K+:29].[O:34]=[CH:35][N:36]([CH3:37])[CH3:38]>>[CH2:1]([c:2]1[cH:3][cH:4][cH:5][cH:6][cH:7]1)[n:8]1[c:9]2[cH:10][c:11]([O:22][CH3:23])[cH:12][cH:13][c:14]2[c:15]2[c:16]([O:21][CH2:31][C:32]#[N:33])[cH:17][cH:18][cH:19][c:20]12. The reactants are C1(CCCCC1)N=C=NC1CCCCC1 (dicyclohexylcarbodiimide), C(C1=CC=CC=C1)OC=1C(N(C=CC1)CC(=O)O)=O (3-Benzyloxy-1-carboxymethylpyrid-2-one), resultant solution, ON1C(CCC1=O)=O (N-hydroxysuccinimide). Solvent: CN(C=O)C (DMF), CN(C=O)C (dimethylformamide). Reaction conditions: time 8 hour. Product: C(C1=CC=CC=C1)OC=1C(N(C=CC1)CC(=O)ON1C(CCC1=O)=O)=O (3-benzyloxy-1-(succinimido-oxycarbonylmethyl)-pyrid-2-one). The yield is 82.2%. RXN SMILES: [CH2:1]([O:8][C:9]1[C:10](=[O:19])[N:11]([CH2:15][C:16]([OH:18])=[O:17])[CH:12]=[CH:13][CH:14]=1)[C:2]1[CH:7]=[CH:6][CH:5]=[CH:4][CH:3]=1.O[N:21]1[C:25](=[O:26])[CH2:24][CH2:23][C:22]1=[O:27].C1(N=C=NC2CCCCC2)CCCCC1>CN(C)C=O>[CH2:1]([O:8][C:9]1[C:10](=[O:19])[N:11]([CH2:15][C:16]([O:18][N:21]2[C:25](=[O:26])[CH2:24][CH2:23][C:22]2=[O:27])=[O:17])[CH:12]=[CH:13][CH:14]=1)[C:2]1[CH:3]=[CH:4][CH:5]=[CH:6][CH:7]=1. Procedure: 3-Benzyloxy-1-carboxymethylpyrid-2-one (2 g) is dissolved in dimethylformamide (DMF) (25 ml) and to this solution is added N-hydroxysuccinimide (1 g). The resultant solution is cooled and to it is added dicyclohexylcarbodiimide (DCCI) (11.8 g) in DMF (5 ml). The mixture is allowed to stand overnight to give a brown supernatant and a white precipitate. The precipitate is filtered off, washed with a little DMF and then evaporated to dryness under high vacuum. The crude product is dissolved in a mi... Reactants: CCCC[N+](CCCC)(CCCC)CCCC, C1CCOC1, Cc1nc([Si](C)(C)C(C)(C)C)n(S(=O)(=O)N(C)C)c1C(O)c1ccc2c(c1)OCCO2, [F-]. Yields the product Cc1ncn(S(=O)(=O)N(C)C)c1C(O)c1ccc2c(c1)OCCO2. Reaction SMILES: [CH2:33]([N+:34]([CH2:35][CH2:36][CH2:37][CH3:38])([CH2:39][CH2:40][CH2:41][CH3:42])[CH2:43][CH2:44][CH2:45][CH3:46])[CH2:47][CH2:48][CH3:49].[CH2:50]1[O:51][CH2:52][CH2:53][CH2:54]1.[CH3:1][N:2]([S:3](=[O:4])(=[O:5])[n:6]1[c:7]([Si:24]([C:25]([CH3:26])([CH3:27])[CH3:28])([CH3:29])[CH3:30])[n:8][c:9]([CH3:23])[c:10]1[CH:11]([OH:12])[c:13]1[cH:14][c:15]2[c:16]([cH:21][cH:22]1)[O:17][CH2:18][CH2:19][O:20]2)[CH3:31].[F-:32]>>[CH3:1][N:2]([S:3](=[O:4])(=[O:5])[n:6]1[cH:7][n:8][c:9]([CH3:23])[c:10]1[CH:11]([OH:12])[c:13]1[cH:14][c:15]2[c:16]([cH:21][cH:22]1)[O:17][CH2:18][CH2:19][O:20]2)[CH3:31]. Reactants: NC1C(NC2=C(C(=N1)C1=C(C=CC=C1)F)C=CC=C2)=O (1,3-Dihydro-3-(RS)-amino-5-(2-fluorophenyl)-2H-1,4-benzodiazepin-2-one), CCCCCC (hexane), ClC1=CC=C(C(=O)Cl)C=C1 (p-chlorobenzoyl chloride). Run in C(Cl)Cl (methylene chloride), C(Cl)Cl (methylene chloride). Run at time 8 hour. Yields the product ClC1=CC=C(C=C1)C(=O)NC1C(NC2=C(C(=N1)C1=C(C=CC=C1)F)C=CC=C2)=O (1,3-Dihydro-3-(RS)-(4-chlorophenylcarbonyl)amino-5-(2-fluorophenyl)-2H-1,4-benzodiazepin-2-one). RXN SMILES: [NH2:1][CH:2]1[N:8]=[C:7]([C:9]2[CH:14]=[CH:13][CH:12]=[CH:11][C:10]=2[F:15])[C:6]2[CH:16]=[CH:17][CH:18]=[CH:19][C:5]=2[NH:4][C:3]1=[O:20].[Cl:21][C:22]1[CH:30]=[CH:29][C:25]([C:26](Cl)=[O:27])=[CH:24][CH:23]=1.CCCCCC>C(Cl)Cl>[Cl:21][C:22]1[CH:30]=[CH:29][C:25]([C:26]([NH:1][CH:2]2[N:8]=[C:7]([C:9]3[CH:14]=[CH:13][CH:12]=[CH:11][C:10]=3[F:15])[C:6]3[CH:16]=[CH:17][CH:18]=[CH:19][C:5]=3[NH:4][C:3]2=[O:20])=[O:27])=[CH:24][CH:23]=1. Reported procedure: 1,3-Dihydro-3-(RS)-amino-5-(2-fluorophenyl)-2H-1,4-benzodiazepin-2-one (100 mg, 0.37 mmol) and p-chlorobenzoyl chloride (52 μl, 0.41 mmole) were combined at room temperature in 5 ml of methylene chloride. The resulting solution was protected from moisture and stirred at room temperature overnight. The reaction mixture was diluted with 70 ml of methylene chloride and washed with sodium bicarbonate solution (sat.) and brine. The organic extracts were dried (MgSO4) and concentrated to give 150 mg o... The reactants are C(CC(=O)OCC)(=O)OCC (diethyl malonate), [H-].[Na+] (sodium hydride), C(C)OP(=O)(OCC)Cl (diethylchlorophosphate), CN1CC(NC2=C(C1=O)C=CC=C2)=O (4-methyl-3H-1,4-benzodiazepine-2,5(1H,4H)-dione). Run in O (water), C(C)(=O)O (acetic acid), O1CCCC1 (tetrahydrofuran), O1CCCC1 (tetrahydrofuran). Reaction conditions: temperature 0 celsius, time 2 hour. Yields the product CN1CC(NC2=C(C1=O)C=CC=C2)=C(C(=O)OCC)C(=O)OCC (diethyl (1,3,4,5-tetrahydro-4-methyl-5-oxo-2H-1,4-benzodiazepin-2-ylidene)malonate). As a reaction SMILES: [C:1]([O:9][CH2:10][CH3:11])(=[O:8])[CH2:2][C:3]([O:5][CH2:6][CH3:7])=[O:4].[H-].[Na+].C(OP(Cl)(OCC)=O)C.[CH3:23][N:24]1[C:30](=[O:31])[C:29]2[CH:32]=[CH:33][CH:34]=[CH:35][C:28]=2[NH:27][C:26](=O)[CH2:25]1>O1CCCC1.O.C(O)(=O)C>[CH3:23][N:24]1[C:30](=[O:31])[C:29]2[CH:32]=[CH:33][CH:34]=[CH:35][C:28]=2[NH:27][C:26](=[C:2]([C:3]([O:5][CH2:6][CH3:7])=[O:4])[C:1]([O:9][CH2:10][CH3:11])=[O:8])[CH2:25]1 |f:1.2|. Procedure details: A mixture of 910 ml of diethyl malonate and 3.0 liters of tetrahydrofuran is cooled to 0° C. while stirring under argon and treated portionwise with 350 g of sodium hydride (55 percent oil dispersion) in such a manner that the temperature does not exceed 15° C. Thereafter, the mixture is stirred at room temperature overnight, cooled to 0°-5° C. and 290 ml of diethylchlorophosphate are added dropwise over a period of 15 minutes. After a further 2 hours at room temperature, the mixture is treated ... Starting materials: NC(=O)N (urea), resultant solution, C(#N)N=C(N)N (dicyandiamide), P(O)(O)(O)=O (phosphoric acid). Solvent: O (water). Reaction conditions: time 45 minute. Product: P(=O)(O)(O)O.C(N)(=N)NC(=O)N (guanyl urea phosphate), NC(=O)N (urea). As a reaction SMILES: [C:1]([N:3]=[C:4]([NH2:6])[NH2:5])#[N:2].[P:7](=[O:11])([OH:10])([OH:9])[OH:8].[NH2:12][C:13]([NH2:15])=[O:14]>O>[P:7]([OH:11])([OH:10])([OH:9])=[O:8].[C:4]([NH:3][C:1]([NH2:2])=[O:14])(=[NH:6])[NH2:5].[NH2:12][C:13]([NH2:15])=[O:14] |f:4.5|. Procedure: To prepare the solution, water was placed within a container and then agitated while dicyandiamide was added. The phosphoric acid was subsequently added. The resulting mixture was heated to approximately 85° centigrade and held at that temperature for approximately 45 minutes. The mixture was then cooled to approximately 25° centigrade and urea was then added. The resultant solution is hereinafter denoted as solution 6 and produced guanyl urea phosphate and urea.